Dataset: the Open Reaction Database (ORD), a public repository of structured organic reaction records. Task: describe an organic reaction: reactants, conditions, products, and yield The reactants are N=1ON=C2C1C=CC(=C2)CCN2CCN(CC2)C(=O)OC(C)(C)C (tert-Butyl 4-[2-(2,1,3-benzoxadiazol-5-yl)ethyl]piperazine-1-carboxylate), Cl (HCl). Solvent: O1CCOCC1 (dioxane), O1CCOCC1 (dioxane). Run at time 8 hour. Product: N1(CCNCC1)CCC1=CC=2C(=NON2)C=C1 (5-(2-piperazin-1-ylethyl)-2,1,3-benzoxadiazole). As a reaction SMILES: [N:1]1[O:2][N:3]=[C:4]2[CH:9]=[C:8]([CH2:10][CH2:11][N:12]3[CH2:17][CH2:16][N:15](C(OC(C)(C)C)=O)[CH2:14][CH2:13]3)[CH:7]=[CH:6][C:5]=12.Cl>O1CCOCC1>[N:12]1([CH2:11][CH2:10][C:8]2[CH:7]=[CH:6][C:5]3=[N:1][O:2][N:3]=[C:4]3[CH:9]=2)[CH2:17][CH2:16][NH:15][CH2:14][CH2:13]1. Procedure: tert-Butyl 4-[2-(2,1,3-benzoxadiazol-5-yl)ethyl]piperazine-1-carboxylate (470 mg, 1.4 mmol) was then dissolved in dioxane (10 mL) and added 7 mL of 4M HCl in dioxane. The reaction was stirred at room temperature overnight. Evaporated off all solvent and the residue was taken up in ethyl acetate basified with 1N NaOH. The ethyl acetate was separated and washed with brine then dried over Na2SO4 and evaporated to dryness. The residue was purified by chromatography using 5% (NH4OH:MeOH 1:10) in 95% ... The reactants are FC1=C(C(C(=O)O)=C(C(=C1F)F)F)C(=O)O (3,4,5,6-tetrafluorophthalic acid), S(=O)(=O)([O-])[O-] (sulfate), S(=O)(=O)([O-])[O-].[NH4+].[NH4+] (ammonium sulfate). Solvent: O (water). Conditions: temperature 30 celsius, time 21 hour. Yields the product FC1=C(C(=O)O)C=C(C(=C1F)F)F (2,3,4,5-tetrafluorobenzoic acid). As a reaction SMILES: [F:1][C:2]1[C:10]([F:11])=[C:9]([F:12])[C:8]([F:13])=[C:4](C(O)=O)[C:3]=1[C:14]([OH:16])=[O:15].S([O-])([O-])(=O)=O.S([O-])([O-])(=O)=O.[NH4+].[NH4+]>O>[F:1][C:2]1[C:10]([F:11])=[C:9]([F:12])[C:8]([F:13])=[CH:4][C:3]=1[C:14]([OH:16])=[O:15] |f:2.3.4|. Reported procedure: In an autoclave having an inner volume of 1 liter, 150 g (0.630 mole) of 3,4,5,6-tetrafluorophthalic acid containing no sulfate ion, 29.1 g (0.220 mole) of ammonium sulfate, and 500 g of water were placed and heated and stirred for reaction at 160° C. for 21 hours [pH 1.74 at 30° C. at the time of charging]. After completion of the reaction, the reaction suspension was cooled to room temperature, filtered, washed with water, and then dried, to produce 2,3,4,5-tetrafluorobenzoic acid. Calculation... Starting materials: S(=O)(=O)(OC)OC (dimethyl sulfate), ClC=1C=C(C=C(C1)Cl)C1(CC(=NO1)C1=CC(=C(C(=NO)N(C)C)C=C1)C)C(F)(F)F (4-[5-(3,5-Dichloro-phenyl)-5-trifluoromethyl-4,5-dihydro-isoxazol-3-yl]-N′-hydroxy-2,N,N-trimethyl-benzamidine), [Li+].[OH-] (LiOH). Solvent: CN(C)C=O (DMF), O (water). Yields the product ClC=1C=C(C=C(C1)Cl)C1(CC(=NO1)C1=CC(=C(C(=NOC)N(C)C)C=C1)C)C(F)(F)F (4-[5-(3,5-Dichloro-phenyl)-5-trifluoromethyl-4,5-dihydro-isoxazol-3-yl]-N′-methoxy-2,N,N-trimethyl-benzamidine). The yield is 82.5%. Reaction SMILES: [Cl:1][C:2]1[CH:3]=[C:4]([C:9]2([C:27]([F:30])([F:29])[F:28])[O:13][N:12]=[C:11]([C:14]3[CH:25]=[CH:24][C:17]([C:18]([N:21]([CH3:23])[CH3:22])=[N:19][OH:20])=[C:16]([CH3:26])[CH:15]=3)[CH2:10]2)[CH:5]=[C:6]([Cl:8])[CH:7]=1.[Li+].[OH-].S(OC)(O[CH3:37])(=O)=O>CN(C=O)C.O>[Cl:1][C:2]1[CH:3]=[C:4]([C:9]2([C:27]([F:28])([F:30])[F:29])[O:13][N:12]=[C:11]([C:14]3[CH:25]=[CH:24][C:17]([C:18]([N:21]([CH3:22])[CH3:23])=[N:19][O:20][CH3:37])=[C:16]([CH3:26])[CH:15]=3)[CH2:10]2)[CH:5]=[C:6]([Cl:8])[CH:7]=1 |f:1.2|. Procedure details: To a solution of 4-[5-(3,5-Dichloro-phenyl)-5-trifluoromethyl-4,5-dihydro-isoxazol-3-yl]-N′-hydroxy-2,N,N-trimethyl-benzamidine (200 mg) in DMF (5 mL) was added a solution of LiOH (31 mg) in water (2 mL), before adding dimethyl sulfate (0.21 mL, 0.27 g). The mixture was stirred at room temperature over night and poured onto water. The aqueous layer was extracted with MTBE and the combined organic layers were washed with water, dried (Na2SO4) and evaporated to yield the title compound (170 mg, 83... Reactants: [Br-], CC1=[N+](CCCCCC(=O)O)c2ccccc2C1(C)C, CO, CC(=O)O, ClCCl, C(=Nc1ccccc1)Nc1ccccc1. Reaction SMILES: [Br-:1].[C:2](=[O:3])([OH:4])[CH2:5][CH2:6][CH2:7][CH2:8][CH2:9][N+:10]1=[C:11]([CH3:21])[C:12]([CH3:19])([CH3:20])[c:13]2[cH:14][cH:15][cH:16][cH:17][c:18]21.[CH3:37][OH:38].[CH3:42][C:43](=[O:44])[OH:45].[Cl:39][CH2:40][Cl:41].[c:22]1([NH:28][CH:29]=[N:30][c:31]2[cH:32][cH:33][cH:34][cH:35][cH:36]2)[cH:23][cH:24][cH:25][cH:26][cH:27]1>>[Br-:1].[C:2](=[O:3])([OH:4])[CH2:5][CH2:6][CH2:7][CH2:8][CH2:9][N+:10]1=[C:11]([CH:21]=[CH:29][NH:28][c:22]2[cH:23][cH:24][cH:25][cH:26][cH:27]2)[C:12]([CH3:19])([CH3:20])[c:13]2[cH:14][cH:15][cH:16][cH:17][c:18]21. Yields the product [Br-], CC1(C)C(C=CNc2ccccc2)=[N+](CCCCCC(=O)O)c2ccccc21.